From a dataset of the Open Reaction Database (ORD), a public repository of structured organic reaction records. describe an organic reaction: reactants, conditions, products, and yield The reactants are BrC1=C(C=CC(=C1)Br)C1=C(C=CC=C1)C(CC(=O)O)(C)O (3-(2',4'-dibromobiphenylyl)-3-hydroxybutyric acid), C(C)(=O)OC(C)=O (acetic anhydride). Yields the product BrC1=C(C=CC(=C1)Br)C1=C(C=CC=C1)CC=CC(=O)O (2',4'-dibromo-4-biphenylyl-2-butenoic acid). RXN SMILES: [Br:1][C:2]1[CH:7]=[C:6]([Br:8])[CH:5]=[CH:4][C:3]=1[C:9]1[CH:14]=[CH:13][CH:12]=[CH:11][C:10]=1[C:15](O)(C)[CH2:16][C:17](O)=O.[C:22]([O:25]C(=O)C)(=[O:24])C>>[Br:1][C:2]1[CH:7]=[C:6]([Br:8])[CH:5]=[CH:4][C:3]=1[C:9]1[CH:14]=[CH:13][CH:12]=[CH:11][C:10]=1[CH2:15][CH:16]=[CH:17][C:22]([OH:25])=[O:24]. Procedure details: 1 g. of 3-(2',4'-dibromobiphenylyl)-3-hydroxybutyric acid and 10 ml. of acetic anhydride are heated under reflux for 2 hours and the mixture is poured onto ice and worked up in the customary manner to give 3-(2',4'-dibromo-4-biphenylyl-2-butenoic acid. Reactants: C(=O)([O-])[O-].[K+].[K+] (K2CO3), BrCC(=O)OC(C)(C)C (t-butyl bromoacetate), C(C1=CC=CC=C1)N1N=C(CC(C1=O)(C)C)C1=C(NC2=CC=C(C=C12)Cl)C (2-Benzyl-6-(5-chloro-2-methyl-1H-indol-3-yl)-4,4-dimethyl-4,5-dihydro-2H-pyridazin-3-one). Solvent: CCOC(=O)C (EtOAc), CN(C)C=O (DMF). Run at temperature 80 celsius. The product is C(C1=CC=CC=C1)N1N=C(CC(C1=O)(C)C)C1=C(N(C2=CC=C(C=C12)Cl)CC(=O)O)C ([3-(1-Benzyl-5,5-dimethyl-6-oxo-1,4,5,6-tetrahydro-pyridazin-3-yl)-5-chloro-2-methyl-indol-1-yl]-acetic acid). Reaction SMILES: [CH2:1]([N:8]1[C:13](=[O:14])[C:12]([CH3:16])([CH3:15])[CH2:11][C:10]([C:17]2[C:25]3[C:20](=[CH:21][CH:22]=[C:23]([Cl:26])[CH:24]=3)[NH:19][C:18]=2[CH3:27])=[N:9]1)[C:2]1[CH:7]=[CH:6][CH:5]=[CH:4][CH:3]=1.C([O-])([O-])=O.[K+].[K+].Br[CH2:35][C:36]([O:38]C(C)(C)C)=[O:37]>CN(C=O)C.CCOC(C)=O>[CH2:1]([N:8]1[C:13](=[O:14])[C:12]([CH3:16])([CH3:15])[CH2:11][C:10]([C:17]2[C:25]3[C:20](=[CH:21][CH:22]=[C:23]([Cl:26])[CH:24]=3)[N:19]([CH2:35][C:36]([OH:38])=[O:37])[C:18]=2[CH3:27])=[N:9]1)[C:2]1[CH:3]=[CH:4][CH:5]=[CH:6][CH:7]=1 |f:1.2.3|. Procedure: The product of step b) (˜0.3 mmol) was dissolved in 5 mL DMF and treated with K2CO3 (1 mmol, 138 mg) and t-butyl bromoacetate (1 mmol, 195 mg). After heating to 80° C. for ½ h, the reaction was cooled, diluted with EtOAc and washed 5× water. The reaction was concentrated, dissolved in EtOH (5 mL) and treated with 1.4 mL of 1M NaOH. After heating to 80° C. for ½ h, the reaction was acidified with 3 M HCl and extracted into DCM (3×). The title product was purified by preparative LCMS. 1H NMR (DMSO... The reactants are CNOC, ClCCl, Cl, O=C(Cl)c1ccc(C(F)(F)F)cc1, O=C(O)c1ccc(C(F)(F)F)cc1, O=S(Cl)Cl, c1ccncc1. Product: CON(C)C(=O)c1ccc(C(F)(F)F)cc1. RXN SMILES: [CH3:2][NH:3][O:4][CH3:5].[Cl:42][CH2:43][Cl:44].[ClH:1].[F:6][C:7]([c:8]1[cH:9][cH:10][c:11]([C:12](=[O:13])[Cl:14])[cH:15][cH:16]1)([F:17])[F:18].[OH:19][C:20]([c:21]1[cH:22][cH:23][c:24]([C:25]([F:26])([F:27])[F:28])[cH:29][cH:30]1)=[O:31].[S:38]([Cl:39])([Cl:40])=[O:41].[cH:32]1[cH:33][cH:34][n:35][cH:36][cH:37]1>>[CH3:2][N:3]([O:4][CH3:5])[C:12]([c:11]1[cH:10][cH:9][c:8]([C:7]([F:6])([F:17])[F:18])[cH:16][cH:15]1)=[O:13]. Starting materials: S(=O)(Cl)Cl (thionyl chloride), CN(C=O)C (N,N-dimethyl formamide), COC=1C=C(C=CC1OC)C(C#N)(CC1=CC(=CC=C1)CO)SC1=CC=C(C=C1)C (α-(3,4-dimethoxyphenyl)-3-(hydroxymethyl)-α-[(4-methylphenyl)thio]benzene propane nitrile), CN(C=O)C (N,N-dimethylformamide), O (water). Run at time 30 minute. Yields the product ClCC=1C=C(C=CC1)CC(C#N)(SC1=CC=C(C=C1)C)C1=C(C(=CC=C1)OC)OC (3-(Chloromethyl)-α-(dimethoxyphenyl)-α-[(4-methylphenyl)thio]benzene propane nitrile). As a reaction SMILES: S(Cl)([Cl:3])=O.[CH3:5][O:6][C:7]1[CH:8]=[C:9]([C:15]([S:27][C:28]2[CH:33]=[CH:32][C:31]([CH3:34])=[CH:30][CH:29]=2)([CH2:18][C:19]2[CH:24]=[CH:23][CH:22]=[C:21]([CH2:25]O)[CH:20]=2)[C:16]#[N:17])[CH:10]=[CH:11][C:12]=1OC.O.CN(C)[CH:38]=[O:39]>>[Cl:3][CH2:25][C:21]1[CH:20]=[C:19]([CH2:18][C:15]([C:9]2[CH:10]=[CH:11][CH:12]=[C:7]([O:6][CH3:5])[C:8]=2[O:39][CH3:38])([S:27][C:28]2[CH:33]=[CH:32][C:31]([CH3:34])=[CH:30][CH:29]=2)[C:16]#[N:17])[CH:24]=[CH:23][CH:22]=1. Reported procedure: A mixture of 0.1 mL of thionyl chloride and 0.12 mL of N,N-dimethyl formamide is stirred at room temperature for 30 minutes. A solution of 0.34 g of α-(3,4-dimethoxyphenyl)-3-(hydroxymethyl)-α-[(4-methylphenyl)thio]benzene propane nitrile in 1.0 mL of N,N-dimethylformamide is added to the above mixture and the resulting mixture is heated at 70° C. for 17 hours, cooled, poured into water and extracted with diethyl ether. The diethyl ether extract is washed with brine, dried and filtered. The filt... Reactants: ClC(C(=O)OCC)C(=O)OCC (ClCH(COOC2H5)2), [Se-2].[Na+].[Na+] (sodium selenide), Cl (HCl). The solvent is C(C)O (ethanol). Product: [SeH]C(C(=O)OCC)C(=O)OCC (HSeCH(COOC2H5)2). RXN SMILES: Cl[CH:2]([C:8]([O:10][CH2:11][CH3:12])=[O:9])[C:3]([O:5][CH2:6][CH3:7])=[O:4].[Se-2:13].[Na+].[Na+].Cl>C(O)C>[SeH:13][CH:2]([C:8]([O:10][CH2:11][CH3:12])=[O:9])[C:3]([O:5][CH2:6][CH3:7])=[O:4] |f:1.2.3|. Procedure: 15 mmol of ClCH(COOC2H5)2 and 10 mmol of sodium selenide were heated in 50 ml of ethanol under reflux for 2 hours. After completion of the reaction, the reaction solution was slightly acidified with 1N HCl. Then, after insoluble material was removed from the solution, the reaction solvent was distilled off to obtain HSeCH(COOC2H5)2. The thus obtained HSeCH(COOC2H5)2 was put in aqueous ammonia and the reaction was allowed to proceed at 50° C. for 6 hours. After completion of the reaction, the sol... The reactants are COC1=C(C=CC=C1)C=1C(=CC=CC1)C(=O)O (2'-Methoxy-[1,1'-biphenyl]-2-carboxylic acid), S(=O)(Cl)Cl (thionyl chloride). The product is COC1=C(C=CC=C1)C=1C(=CC=CC1)C(=O)Cl (2'-Methoxy-[1,1'-biphenyl]-2-carbonyl Chloride). RXN SMILES: [CH3:1][O:2][C:3]1[CH:8]=[CH:7][CH:6]=[CH:5][C:4]=1[C:9]1[C:10]([C:15]([OH:17])=O)=[CH:11][CH:12]=[CH:13][CH:14]=1.S(Cl)([Cl:20])=O>>[CH3:1][O:2][C:3]1[CH:8]=[CH:7][CH:6]=[CH:5][C:4]=1[C:9]1[C:10]([C:15]([Cl:20])=[O:17])=[CH:11][CH:12]=[CH:13][CH:14]=1. Reported procedure: 2'-Methoxy-[1,1'-biphenyl]-2-carboxylic acid (32 g., 100 mmole) was dissolved in thionyl chloride (40 ml) and the solution was refluxed for 3 hours. The solution was evaporated to provide the title compound. The reactants are CC1=CC=C(C=C1)S(=O)(=O)O[C@H]1[C@H](O[C@H]2[C@@H]1OC(OC2)(C)C)OC ((4aR,6S,7R,7aS)-6-methoxy-2,2-dimethyl-tetrahydro-4H-furo[3,2-d][1,3]dioxin-7-yl 4-methylbenzenesulfonate). Run in C(C)(=O)O (acetic acid), O (water). Reaction conditions: temperature 50 celsius. Product: CC1=CC=C(C=C1)S(=O)(=O)O[C@H]1[C@H](O[C@@H]([C@@H]1O)CO)OC ((2S,3R,4S,5R)-4-hydroxy-5-(hydroxymethyl)-2-methoxy-tetrahydrofuran-3-yl 4-methylbenzenesulfonate). RXN SMILES: [CH3:1][C:2]1[CH:7]=[CH:6][C:5]([S:8]([O:11][C@@H:12]2[C@H:16]3[O:17]C(C)(C)[O:19][CH2:20][C@H:15]3[O:14][C@@H:13]2[O:23][CH3:24])(=[O:10])=[O:9])=[CH:4][CH:3]=1>C(O)(=O)C.O>[CH3:1][C:2]1[CH:7]=[CH:6][C:5]([S:8]([O:11][C@@H:12]2[C@@H:16]([OH:17])[C@@H:15]([CH2:20][OH:19])[O:14][C@@H:13]2[O:23][CH3:24])(=[O:10])=[O:9])=[CH:4][CH:3]=1. Reported procedure: Compound 35.4 (32.18 g, 89.9 mmol) was dissolved in 400 mL of a 3:1 mixture of acetic acid and water. The mixture was heated to 50° C. for 2 h and the solvent was removed under reduced pressure. The residue was subjected to a column chromatography eluting with EtOAc to give compound 35.5. Reactants: Cl.CN(C)CCCl (Dimethylaminoethylchloride hydrochloride), FC(C1=CC=C(C=C1)C1OC2=CC(=CC=C2CC1)O)(F)F (4-trifluoromethylphenylchroman-7-ol), C([O-])([O-])=O.[K+].[K+] (potassium carbonate), [I-].[K+] (potassium iodide), CC(=O)C (acetone). Run in CCOCC (ether). Yields the product Cl.CC1(OC2=CC(=CC=C2C(C1)C1=CC=C(C=C1)C(F)(F)F)OCCN(C)C)C (2,2-Dimethyl-7-dimethylaminoethyloxy-4-(-4-trifluoromethylphenyl)chroman hydrochloride), hydrochloride salt. RXN SMILES: Cl.[CH3:2][N:3]([CH2:5][CH2:6][Cl:7])[CH3:4].[F:8][C:9]([F:28])([F:27])[C:10]1[CH:15]=[CH:14][C:13]([CH:16]2[CH2:25][CH2:24][C:23]3[C:18](=[CH:19][C:20](O)=CC=3)[O:17]2)=[CH:12][CH:11]=1.[C:29](=O)([O-])[O-].[K+].[K+].[I-].[K+].[CH3:37][C:38]([CH3:40])=[O:39]>CCOCC>[ClH:7].[CH3:37][C:38]1([CH3:29])[CH2:40][CH:16]([C:13]2[CH:12]=[CH:11][C:10]([C:9]([F:8])([F:27])[F:28])=[CH:15][CH:14]=2)[C:25]2[C:24](=[CH:23][C:18]([O:17][CH2:6][CH2:5][N:3]([CH3:4])[CH3:2])=[CH:19][CH:20]=2)[O:39]1 |f:0.1,3.4.5,6.7,10.11|. Reported procedure: Dimethylaminoethylchloride hydrochloride (1.5 g) was added to 2,2-dimethyl-4-(4-trifluoromethylphenylchroman-7-ol (1.0 g), potassium carbonate (4.0 g) and potassium iodide (1.5 g) in acetone (50 ml) and the mixture refluxed for 2 days. The mixture was filtered and the acetone was evaporated under reduced pressure. The resulting crude oil was chromatographed on alumina. Elution with ether:petrol (1:1) gave a clear oil which after dissolution in dry ether and passage of dry halogen chloride throug... Procedure: The invention provides a process for preparation of imatinib base and pharmaceutically acceptable acid addition salts thereof, comprising (a) reacting 2-methyl-5-nitroaniline with cyanamide in the presence of hydrochloric acid to obtain 1-(2-methyl-5-nitrophenyl)guanidine hydrochloride; (b) converting 1-(2-methyl-5-nitrophenyl)guanidine hydrochloride to 1-(2-methyl-5-nitrophenyl)guanidine nitrate; (c) condensing 3-acetylpyridine with N,N-dimethylformamide dimethyl acetal to obtain 3-(dimethylami... Reactants: ( f ), NC=1C=CC(=C(C1)NC1=NC=CC(=N1)C=1C=NC=CC1)C (N-(5-amino-2-methylphenyl)-4-(3-pyridinyl)-2-pyrimidine-amine), ClCC1=CC=C(C(=O)Cl)C=C1 (4-chloromethylbenzoyl chloride). Yields the product ClCC1=CC=C(C(=O)NC2=CC(=C(C=C2)C)NC2=NC=CC(=N2)C=2C=NC=CC2)C=C1 (4-chloromethyl-N-(4-methyl-3-(4-(pyridin-3-yl)pyrimidin-2-ylamino)phenyl)benzamide). As a reaction SMILES: [NH2:1][C:2]1[CH:3]=[CH:4][C:5]([CH3:21])=[C:6]([NH:8][C:9]2[N:14]=[C:13]([C:15]3[CH:16]=[N:17][CH:18]=[CH:19][CH:20]=3)[CH:12]=[CH:11][N:10]=2)[CH:7]=1.[Cl:22][CH2:23][C:24]1[CH:32]=[CH:31][C:27]([C:28](Cl)=[O:29])=[CH:26][CH:25]=1>>[Cl:22][CH2:23][C:24]1[CH:32]=[CH:31][C:27]([C:28]([NH:1][C:2]2[CH:3]=[CH:4][C:5]([CH3:21])=[C:6]([NH:8][C:9]3[N:14]=[C:13]([C:15]4[CH:16]=[N:17][CH:18]=[CH:19][CH:20]=4)[CH:12]=[CH:11][N:10]=3)[CH:7]=2)=[O:29])=[CH:26][CH:25]=1. Starting materials: C(C)OC(=O)C=1C=C2C(=C(N(C2=CC1)C(C)=O)CBr)C (1-acetyl-2-bromomethyl-3-methylindole-5-carboxylic acid ethyl ester), N1C=NC=C1 (imidazole), C([O-])(O)=O.[Na+] (sodium bicarbonate). Solvent: CC(=O)C (acetone). Reaction conditions: time 18 hour. Product: C(C)OC(=O)C=1C=C2C(=C(N(C2=CC1)C(C)=O)CC=1NC=CN1)C (1-acetyl-2-[1-imidazolylmethyl]-3-methylindole-5-carboxylic acid ethyl ester). Isolated yield 86.9%. RXN SMILES: [CH2:1]([O:3][C:4]([C:6]1[CH:7]=[C:8]2[C:12](=[CH:13][CH:14]=1)[N:11]([C:15](=[O:17])[CH3:16])[C:10]([CH2:18]Br)=[C:9]2[CH3:20])=[O:5])[CH3:2].[NH:21]1[CH:25]=[CH:24][N:23]=[CH:22]1.C(=O)(O)[O-].[Na+]>CC(C)=O>[CH2:1]([O:3][C:4]([C:6]1[CH:7]=[C:8]2[C:12](=[CH:13][CH:14]=1)[N:11]([C:15](=[O:17])[CH3:16])[C:10]([CH2:18][C:22]1[NH:21][CH:25]=[CH:24][N:23]=1)=[C:9]2[CH3:20])=[O:5])[CH3:2] |f:2.3|. Procedure details: A mixture of 1-acetyl-2-bromomethyl-3-methylindole-5-carboxylic acid ethyl ester (5.74 g), imidazole (11.56 g), sodium bicarbonate (2.9 g) and acetone was stirred for 18 hours and then evaporated. The residue was partitioned between water and ethyl acetate. The ethyl acetate layer was separated, washed with water and dried (Na2SO4). The solvent was evaporated and the residue was chromatograhed on silica gel. Elution with chloroform first gave some impurity followed by pure product. Evaporation o...